Dataset: the Open Reaction Database (ORD), a public repository of structured organic reaction records. Task: describe an organic reaction: reactants, conditions, products, and yield The reactants are O (water), C(C1=CC=CC=C1)OC(NCCCCCC(NC1=C(C=CC(=C1)C#N)N)=O)=O ([5-(2-amino-5-cyano-phenylcarbamoyl)-pentyl]-carbamic acid-benzyl ester), ICCC (1-Iodopropane), [H-].[Na+] (sodium hydride). The solvent is CN(C)C=O (DMF). Conditions: temperature 0 celsius, time 30 minute. Yields the product C(C1=CC=CC=C1)OC(NCCCCCC(N(CCC)C1=C(C=CC(=C1)C#N)N)=O)=O ({5-[(2-amino-5-cyano-phenyl)-propyl-carbamoyl]-pentyl}-carbamic acid-benzyl ester). As a reaction SMILES: [CH2:1]([O:8][C:9](=[O:28])[NH:10][CH2:11][CH2:12][CH2:13][CH2:14][CH2:15][C:16](=[O:27])[NH:17][C:18]1[CH:23]=[C:22]([C:24]#[N:25])[CH:21]=[CH:20][C:19]=1[NH2:26])[C:2]1[CH:7]=[CH:6][CH:5]=[CH:4][CH:3]=1.[H-].[Na+].I[CH2:32][CH2:33][CH3:34].O>CN(C=O)C>[CH2:1]([O:8][C:9](=[O:28])[NH:10][CH2:11][CH2:12][CH2:13][CH2:14][CH2:15][C:16](=[O:27])[N:17]([C:18]1[CH:23]=[C:22]([C:24]#[N:25])[CH:21]=[CH:20][C:19]=1[NH2:26])[CH2:32][CH2:33][CH3:34])[C:2]1[CH:7]=[CH:6][CH:5]=[CH:4][CH:3]=1 |f:1.2|. Reported procedure: The compound (961 mg) obtained in Example 48-1 was dissolved in DMF (20 ml). After having been cooled to 0° C., the solution was added with 60% sodium hydride (72.9 mg) and warmed back to room temperature and the whole was stirred for 30 minutes. 1-Iodopropane (0.30 ml) was dropped to the solution and the whole was stirred for additional 3 hours. After having been cooled to 0° C., the solution was added with water to stop the reaction and concentrated. The residue was subjected to extraction wit...